Dataset: the Open Reaction Database (ORD), a public repository of structured organic reaction records. Task: describe an organic reaction: reactants, conditions, products, and yield Reactants: C(C)(C)[N-]C(C)C.[Li+] (lithium diisopropylamide), C(C1=CC=C(C#N)C=C1)#N (terephthalonitrile), CC1=C(C(=O)O)C=CC=N1 (2-methyl-nicotinic acid), O (water). Run in O1CCCC1.CCCCCCC.C(C)C1=CC=CC=C1 (tetrahydrofuran n-heptane ethylbenzene), O1CCCC1 (tetrahydrofuran), O1CCCC1 (tetrahydrofuran). Reaction conditions: temperature -78 celsius, time 2 hour. Product: C(#N)C1=CC=C(C=C1)C=1N=C(C=2C=CC=NC2C1)O (7-(4-Cyanophenyl)-[1.6]naphthyridine-5-ol). RXN SMILES: [CH3:1][C:2]1[N:10]=[CH:9][CH:8]=[CH:7][C:3]=1[C:4]([OH:6])=O.C([N-]C(C)C)(C)C.[Li+].[C:19](#[N:28])[C:20]1[CH:27]=[CH:26][C:23]([C:24]#[N:25])=[CH:22][CH:21]=1.O>O1CCCC1.O1CCCC1.CCCCCCC.C(C1C=CC=CC=1)C>[C:24]([C:23]1[CH:26]=[CH:27][C:20]([C:19]2[N:28]=[C:4]([OH:6])[C:3]3[CH:7]=[CH:8][CH:9]=[N:10][C:2]=3[CH:1]=2)=[CH:21][CH:22]=1)#[N:25] |f:1.2,6.7.8|. Procedure: 1 g 2-methyl-nicotinic acid was suspended in 30 mL of tetrahydrofuran and cooled to −78° C. under nitrogen before 14.6 mL lithium diisopropylamide (as a 2.0 M in tetrahydrofuran/n-heptane/ethylbenzene) was added dropwise and the mixture was stirred for 2 h at −78° C. and then warmed to ambient temperature where it was maintained for a further 2 h. After this time the mixture was cooled to −78° C. and it was added dropwise into a solution of 1.87 g terephthalonitrile (4.33) in 30 mL tetrahydrofur... Reactants: CC(C)(C)OC(=O)N1CCC(CCn2cc(C(=O)C3C(C)(C)C3(C)C)c3ccccc32)CC1, ClCCl, O=C(O)C(F)(F)F. Yields the product CC1(C)C(C(=O)c2cn(CCC3CCNCC3)c3ccccc23)C1(C)C. RXN SMILES: [CH3:1][C:2]1([CH3:33])[CH:3]([C:7](=[O:8])[c:9]2[cH:10][n:11]([CH2:18][CH2:19][CH:20]3[CH2:21][CH2:22][N:23]([C:26]([O:27][C:28]([CH3:29])([CH3:30])[CH3:31])=[O:32])[CH2:24][CH2:25]3)[c:12]3[cH:13][cH:14][cH:15][cH:16][c:17]23)[C:4]1([CH3:5])[CH3:6].[Cl:41][CH2:42][Cl:43].[OH:34][C:35]([C:36]([F:37])([F:38])[F:39])=[O:40]>>[CH3:1][C:2]1([CH3:33])[CH:3]([C:7](=[O:8])[c:9]2[cH:10][n:11]([CH2:18][CH2:19][CH:20]3[CH2:21][CH2:22][NH:23][CH2:24][CH2:25]3)[c:12]3[cH:13][cH:14][cH:15][cH:16][c:17]23)[C:4]1([CH3:5])[CH3:6].